This data is from the Open Reaction Database (ORD), a public repository of structured organic reaction records. The task is: describe an organic reaction: reactants, conditions, products, and yield Starting materials: BrC1=CC(=C(O1)C)C=O (5-bromo-2-methylfuran-3-carbaldehyde), ClC1=NC=C(C=C1)B(O)O (2-chloropyridine-5-boronic acid), C([O-])([O-])=O.[Na+].[Na+] (sodium carbonate), COCCOC (1,2-dimethoxyethane). Reagents/catalysts: C=1C=CC(=CC1)[P](C=2C=CC=CC2)(C=3C=CC=CC3)[Pd]([P](C=4C=CC=CC4)(C=5C=CC=CC5)C=6C=CC=CC6)([P](C=7C=CC=CC7)(C=8C=CC=CC8)C=9C=CC=CC9)[P](C=1C=CC=CC1)(C=1C=CC=CC1)C=1C=CC=CC1 (tetrakis(triphenylphosphine)palladium(0)). Run in O (water). Reaction conditions: time 8 hour. Product: ClC1=CC=C(C=N1)C1=CC(=C(O1)C)C=O (5-(6-chloropyridin-3-yl)-2-methylfuran-3-carbaldehyde). The yield is 72.2%. Reaction SMILES: Br[C:2]1[O:6][C:5]([CH3:7])=[C:4]([CH:8]=[O:9])[CH:3]=1.[Cl:10][C:11]1[CH:16]=[CH:15][C:14](B(O)O)=[CH:13][N:12]=1.C(=O)([O-])[O-].[Na+].[Na+].COCCOC>C1C=CC([P]([Pd]([P](C2C=CC=CC=2)(C2C=CC=CC=2)C2C=CC=CC=2)([P](C2C=CC=CC=2)(C2C=CC=CC=2)C2C=CC=CC=2)[P](C2C=CC=CC=2)(C2C=CC=CC=2)C2C=CC=CC=2)(C2C=CC=CC=2)C2C=CC=CC=2)=CC=1.O>[Cl:10][C:11]1[N:12]=[CH:13][C:14]([C:2]2[O:6][C:5]([CH3:7])=[C:4]([CH:8]=[O:9])[CH:3]=2)=[CH:15][CH:16]=1 |f:2.3.4,^1:35,37,56,75|. Reported procedure: A mixture of 5-bromo-2-methylfuran-3-carbaldehyde (1.3 g), 2-chloropyridine-5-boronic acid (1.3 g), tetrakis(triphenylphosphine)palladium(0) (0.4 g), 2N aqueous sodium carbonate solution (9 mL) and 1,2-dimethoxyethane (20 mL) was stirred overnight with refluxing under an argon atmosphere. The reaction mixture was poured into water, and the mixture was extracted with ethyl acetate. The organic layer was washed with saturated brine, and dried over magnesium sulfate. The solvent was evaporated unde... Starting materials: azides, ClCCCS(=O)(=O)OCC([C@H](C(=O)OCC=1C=NC=CC1)O)(C)C (3-Pyridylmethyl (2R)-4-[(3-chloropropyl)sulfonyloxy]-2-hydroxy-3,3-dimethylbutanoate), [N-]=[N+]=[N-].[Na+] (sodium azide). The solvent is CS(=O)C (dimethyl sulfoxide). Yields the product N(=[N+]=[N-])CCCS(=O)(=O)OCC([C@H](C(=O)OCC=1C=NC=CC1)O)(C)C (3-Pyridylmethyl (2R)-4-[(3-azidopropyl)sulfonyloxy]-2-hydroxy-3,3-dimethylbutanoate). RXN SMILES: Cl[CH2:2][CH2:3][CH2:4][S:5]([O:8][CH2:9][C:10]([CH3:24])([CH3:23])[C@@H:11]([OH:22])[C:12]([O:14][CH2:15][C:16]1[CH:17]=[N:18][CH:19]=[CH:20][CH:21]=1)=[O:13])(=[O:7])=[O:6].[N-:25]=[N+:26]=[N-:27].[Na+]>CS(C)=O>[N:25]([CH2:2][CH2:3][CH2:4][S:5]([O:8][CH2:9][C:10]([CH3:24])([CH3:23])[C@@H:11]([OH:22])[C:12]([O:14][CH2:15][C:16]1[CH:17]=[N:18][CH:19]=[CH:20][CH:21]=1)=[O:13])(=[O:7])=[O:6])=[N+:26]=[N-:27] |f:1.2|. Procedure: Following the general procedure for the preparation of azides of Description 16, 3-pyridylmethyl (2R)-4-[(3-chloropropyl)sulfonyloxy]-2-hydroxy-3,3-dimethylbutanoate (37b) (20 mg, 0.053 mmol) dissolved in 1 mL of anhydrous dimethyl sulfoxide (DMSO) was reacted with 10 mg (0.1 mmol) of sodium azide (NaN3). After work-up, the crude title compound (37c) was used in the next step without further purification. Reactants: BrCC(=O)OCC (ethyl bromoacetate), C(#N)C1C2=CC=CC=C2CC=2C=CC=CC12 (9-Cyano-9,10-dihydroanthracene), [O-]CC.[Na+] (sodium ethoxide), Na. Solvent: CCO (EtOH). Yields the product C(C)OC(CC1(C2=CC=CC=C2CC=2C=CC=CC12)C#N)=O ((9-Cyano-9,10-dihydro-anthracen-9-yl)-acetic acid ethyl ester). The yield is 70.2%. RXN SMILES: [C:1]([CH:3]1[C:16]2[CH:15]=[CH:14][CH:13]=[CH:12][C:11]=2[CH2:10][C:9]2[C:4]1=[CH:5][CH:6]=[CH:7][CH:8]=2)#[N:2].[O-]CC.[Na+].Br[CH2:22][C:23]([O:25][CH2:26][CH3:27])=[O:24]>CCO>[CH2:26]([O:25][C:23](=[O:24])[CH2:22][C:3]1([C:1]#[N:2])[C:4]2[CH:5]=[CH:6][CH:7]=[CH:8][C:9]=2[CH2:10][C:11]2[C:16]1=[CH:15][CH:14]=[CH:13][CH:12]=2)[CH3:27] |f:1.2|. Reported procedure: 9-Cyano-9,10-dihydroanthracene [2] (1.25 g, 6.09 mmol) was added to sodium ethoxide prepared from Na (0.196 g, 8.53 mmol) and EtOH (10 mL) and heated at reflux (1 hr). The solution was then cooled in an ice bath and ethyl bromoacetate (1.42 g, 8.53 mmol) was added drop wise via a syringe. The resulting mixture was heated at reflux (4 h) cooled and filtered. The residue was washed with ether (25 mL). Water (25 mL) was added to the filterate and the organic layer was separated. The aqueous layer w... Reactants: CO, CON(C)CCC1CN(Cc2ccc(F)cc2)C(=O)c2c(O)c(=O)n(C(C)C)c(=O)n21. Yields the product CNCCC1CN(Cc2ccc(F)cc2)C(=O)c2c(O)c(=O)n(C(C)C)c(=O)n21. As a reaction SMILES: [CH3:32][OH:33].[F:1][c:2]1[cH:3][cH:4][c:5]([CH2:6][N:7]2[C:8](=[O:29])[c:9]3[n:10]([c:11](=[O:20])[n:12]([CH:17]([CH3:18])[CH3:19])[c:13](=[O:16])[c:14]3[OH:15])[CH:21]([CH2:23][CH2:24][N:25]([CH3:26])[O:27][CH3:28])[CH2:22]2)[cH:30][cH:31]1>>[F:1][c:2]1[cH:3][cH:4][c:5]([CH2:6][N:7]2[C:8](=[O:29])[c:9]3[n:10]([c:11](=[O:20])[n:12]([CH:17]([CH3:18])[CH3:19])[c:13](=[O:16])[c:14]3[OH:15])[CH:21]([CH2:23][CH2:24][NH:25][CH3:26])[CH2:22]2)[cH:30][cH:31]1.